This data is from the Open Reaction Database (ORD), a public repository of structured organic reaction records. The task is: describe an organic reaction: reactants, conditions, products, and yield Yields the product N1(C=NC=C1)C1(CC1)C1=NC=2C(=NC(=CC2)N2C[C@@H](CCC2)C(=O)N2CCCC2)N1 ((R)-(1-(2-(1-(1H-Imidazol-1-yl)cyclopropyl)-3H-imidazo[4,5-b]pyridin-5-yl)piperidin-3-yl)(pyrrolidin-1-yl)methanone). Reactants: N1(C=NC=C1)C1(CC1)C=O (1-(1H-Imidazol-1-yl)cyclopropanecarbaldehyde), [S] (sulfur), NC=1C=CC(=NC1N)N1C[C@@H](CCC1)C(=O)N1CCCC1 ((R)-(1-(5,6-diaminopyridin-2-yl)piperidin-3-yl)(pyrrolidin-1-yl)methanone). Solvent: C(C)(=O)O (acetic acid). Run at temperature 80 celsius. As a reaction SMILES: [N:1]1([C:6]2([CH:9]=O)[CH2:8][CH2:7]2)[CH:5]=[CH:4][N:3]=[CH:2]1.[S].[NH2:12][C:13]1[CH:14]=[CH:15][C:16]([N:20]2[CH2:25][CH2:24][CH2:23][C@@H:22]([C:26]([N:28]3[CH2:32][CH2:31][CH2:30][CH2:29]3)=[O:27])[CH2:21]2)=[N:17][C:18]=1[NH2:19]>C(O)(=O)C>[N:1]1([C:6]2([C:9]3[NH:19][C:18]4=[N:17][C:16]([N:20]5[CH2:25][CH2:24][CH2:23][C@@H:22]([C:26]([N:28]6[CH2:32][CH2:31][CH2:30][CH2:29]6)=[O:27])[CH2:21]5)=[CH:15][CH:14]=[C:13]4[N:12]=3)[CH2:7][CH2:8]2)[CH:5]=[CH:4][N:3]=[CH:2]1 |^3:10|. Reported procedure: 1-(1H-Imidazol-1-yl)cyclopropanecarbaldehyde (60 mg, 0.44 mmol), sulfur (10 mg), and acetic acid (0.5 mL) were added to the filtrate containing (R)-(1-(5,6-diaminopyridin-2-yl)piperidin-3-yl)(pyrrolidin-1-yl)methanone, prepared in the previous step, The reaction mixture was heated at 80° C. for 24 h. The solvent was removed under reduced pressure and the resulting crude material was purified via preparative TLC (10% methanol in dichloromethane) to afford the title compound. MS (ES+APCI) 406.1; L... Starting materials: O=C1CCCN1c1ccc(OCc2ccccc2)cc1, C1CCOC1, CC(=O)O, CO, ClCCl, [Pd]. Yields the product O=C1CCCN1c1ccc(O)cc1. Reaction SMILES: [CH2:1]([c:2]1[cH:3][cH:4][cH:5][cH:6][cH:7]1)[O:8][c:9]1[cH:10][cH:11][c:12]([N:15]2[C:16](=[O:20])[CH2:17][CH2:18][CH2:19]2)[cH:13][cH:14]1.[CH2:30]1[O:31][CH2:32][CH2:33][CH2:34]1.[CH3:21][C:22](=[O:23])[OH:24].[CH3:25][OH:26].[Cl:27][CH2:28][Cl:29].[Pd:35]>>[OH:8][c:9]1[cH:10][cH:11][c:12]([N:15]2[C:16](=[O:20])[CH2:17][CH2:18][CH2:19]2)[cH:13][cH:14]1. The reactants are COC1(C(OCC1)C)C=1C=C(SC1)SC=1C=C2CCC(C2=CC1)=O (5-{4-[(2RS,3SR)-3-methoxy-2-methyltetrahydrofuran-3-yl]thien-2-ylthio}indan-1-one), Cl.NO (hydroxylamine hydrochloride). Product: COC1(C(OCC1)C)C=1C=C(SC1)SC=1C=C2CC\C(\C2=CC1)=N/O ((E)-5-{4-[(2RS,3SR)-3-methoxy-2-methyltetrahydrofuran-3-yl]thien-2-ylthio}indan-1-one oxime). Yield: 64.0%. RXN SMILES: [CH3:1][O:2][C:3]1([C:9]2[CH:10]=[C:11]([S:14][C:15]3[CH:16]=[C:17]4[C:21](=[CH:22][CH:23]=3)[C:20](=O)[CH2:19][CH2:18]4)[S:12][CH:13]=2)[CH2:7][CH2:6][O:5][CH:4]1[CH3:8].Cl.[NH2:26][OH:27]>>[CH3:1][O:2][C:3]1([C:9]2[CH:10]=[C:11]([S:14][C:15]3[CH:16]=[C:17]4[C:21](=[CH:22][CH:23]=3)/[C:20](=[N:26]/[OH:27])/[CH2:19][CH2:18]4)[S:12][CH:13]=2)[CH2:7][CH2:6][O:5][CH:4]1[CH3:8] |f:1.2|. Procedure: Using an analogous procedure to that described in Example 66, 5-{4-[(2RS,3SR)-3-methoxy-2-methyltetrahydrofuran-3-yl]thien-2-ylthio}indan-1-one was reacted with hydroxylamine hydrochloride to give (E)-5-{4-[(2RS,3SR)-3-methoxy-2-methyltetrahydrofuran-3-yl]thien-2-ylthio}indan-1-one oxime in 64% yield, m.p. 149°-151° C. Yield: 5.9%. The reagents and catalysts are O=C(O)C(F)(F)F (trifluoroacetic acid). The product is Cc1ccc2nc(c3ccc(cc3C)[Cl])c(NC3CCCCC3)n2c1. Starting materials: Cc1cc(ccc1C=O)[Cl], CC1=CN=C(C=C1)N, [C-]#[N+]C1CCCCC1. RXN SMILES: CC1=CC=C(N)N=C1.[C-]#[N+]C1CCCCC1.CC1=C(C=O)C=CC(Cl)=C1>>CC1=CN2C(C=C1)=NC(=C2NC1CCCCC1)C1=C(C)C=C(Cl)C=C1. Reaction conditions: temperature 22 celsius, time 20 hour. Solvent: CC(C)O (isopropyl alcohol), CC(C)O (isopropylalcohol).